Dataset: the Open Reaction Database (ORD), a public repository of structured organic reaction records. Task: describe an organic reaction: reactants, conditions, products, and yield Reactants: [Cl-], Clc1cc(Cl)ncn1, [H-], [NH4+], [Na+], C1CCOC1, OCc1ccccc1. Product: Clc1cc(OCc2ccccc2)ncn1. As a reaction SMILES: [Cl-:19].[Cl:11][c:12]1[n:13][cH:14][n:15][c:16]([Cl:18])[cH:17]1.[H-:1].[NH4+:20].[Na+:2].[O:21]1[CH2:22][CH2:23][CH2:24][CH2:25]1.[OH:3][CH2:4][c:5]1[cH:6][cH:7][cH:8][cH:9][cH:10]1>>[O:3]([CH2:4][c:5]1[cH:6][cH:7][cH:8][cH:9][cH:10]1)[c:16]1[n:15][cH:14][n:13][c:12]([Cl:11])[cH:17]1. Starting materials: C1(=C(C=CC=C1)B(O)O)C (o-tolylboronic acid), BrC1=CC(=C(C=C1)C1=CC=CC=C1)[N+](=O)[O-] (4-bromo-2-nitrobiphenyl), C([O-])([O-])=O.[K+].[K+] (potassium carbonate). The reagents and catalysts are C=1C=CC(=CC1)[P](C=2C=CC=CC2)(C=3C=CC=CC3)[Pd]([P](C=4C=CC=CC4)(C=5C=CC=CC5)C=6C=CC=CC6)([P](C=7C=CC=CC7)(C=8C=CC=CC8)C=9C=CC=CC9)[P](C=1C=CC=CC1)(C=1C=CC=CC1)C=1C=CC=CC1 (Pd(PPh3)4). Solvent: O (water), C1CCOC1 (THF). Product: CC1=C(C=CC=C1)C1=C(C=C(C=C1)C1=CC=CC=C1)[N+](=O)[O-] (2-methyl-2′-nitro-p-terphenyl). RXN SMILES: [C:1]1(C)[CH:6]=[CH:5][CH:4]=[CH:3][C:2]=1B(O)O.Br[C:12]1[CH:17]=[CH:16][C:15]([C:18]2[CH:23]=[CH:22][CH:21]=[CH:20][CH:19]=2)=[C:14]([N+:24]([O-:26])=[O:25])[CH:13]=1.[C:27](=O)([O-])[O-].[K+].[K+]>O.C1COCC1.C1C=CC([P]([Pd]([P](C2C=CC=CC=2)(C2C=CC=CC=2)C2C=CC=CC=2)([P](C2C=CC=CC=2)(C2C=CC=CC=2)C2C=CC=CC=2)[P](C2C=CC=CC=2)(C2C=CC=CC=2)C2C=CC=CC=2)(C2C=CC=CC=2)C2C=CC=CC=2)=CC=1>[CH3:27][C:19]1[CH:20]=[CH:21][CH:22]=[CH:23][C:18]=1[C:15]1[CH:16]=[CH:17][C:12]([C:1]2[CH:6]=[CH:5][CH:4]=[CH:3][CH:2]=2)=[CH:13][C:14]=1[N+:24]([O-:26])=[O:25] |f:2.3.4,^1:42,44,63,82|. Procedure details: 1.7 g (1.49 mmol) of Pd(PPh3)4 are added to a well-stirred, degassed suspension of 25 g (183.8 mmol) of o-tolylboronic acid, 51.1 g (183.8 mmol) of 4-bromo-2-nitrobiphenyl and 66.5 g (212.7 mmol) of potassium carbonate in a mixture of 250 ml of water and 250 ml of THF, and the mixture is heated under reflux for 17 h. After cooling, the organic phase is separated off, washed three times with 200 ml of water and once with 200 ml of saturated, aqueous sodium chloride solution, dried over magnesium ... Starting materials: CNCCCN (N-methyl-1,3-diaminopropane), C(C(C)C)=O (isobutyraldehyde), C1CCCCC1 (cyclohexane). Solvent: O (water), O (water). The product is CN1C(NCCC1)C(C)C (1-methyl-2-isopropylhexahydropyrimidine). Reaction SMILES: [CH3:1][NH:2][CH2:3][CH2:4][CH2:5][NH2:6].[CH:7](=O)[CH:8]([CH3:10])[CH3:9].C1CCCCC1>O>[CH3:1][N:2]1[CH2:3][CH2:4][CH2:5][NH:6][CH:7]1[CH:8]([CH3:10])[CH3:9]. Procedure: 530 g of N-methyl-1,3-diaminopropane are slowly added dropwise to a mixture of 650 ml of isobutyraldehyde and 400 ml of cyclohexane cooled with ice. When the exothermic reaction has died down, the reaction mixture is boiled under reflux on a water separator until approximately 108 ml of water have been separated. Cyclohexane and isobutyraldehyde are distilled off at reduced pressure. Fractional distillation of the residue (b.p.15 : 68° to 75° C.) yields 680 g of 1-methyl-2-isopropylhexahydropyri... The reactants are C(C1=CC=CC=C1)O[C@H](COCCl)COCC1=CC=CC=C1 ((S)-2,3-dibenzyloxy-1-chloromethoxypropane), [H-].[Na+] (NaH), [H-].[Na+] (NaH), (S)-2,3-dibenzyl-oxy-1-chloromethoxy propane, 1,2-di-O-benzyl-D-glycerol, C=O (formaldehyde), Cl (HCl), ClC1=NC(=C2NC=NC2=N1)OCC1=CC=CC=C1 (2-Chloro-6-benzyloxypurine). Run in CN(C)C=O (DMF), C(Cl)Cl (methylene chloride), CN(C)C=O (DMF). Run at time 20 minute. The product is ClC1=NC(=C2N=CN(C2=N1)COC[C@H](COCC1=CC=CC=C1)OCC1=CC=CC=C1)OCC1=CC=CC=C1 ((S)-2-Chloro-6-benzyloxy-9(2,3-dibenzyloxy-1-propoxy-methyl)purine). Isolated yield 571.0%. RXN SMILES: [Cl:1][C:2]1[N:10]=[C:9]2[C:5]([NH:6][CH:7]=[N:8]2)=[C:4]([O:11][CH2:12][C:13]2[CH:18]=[CH:17][CH:16]=[CH:15][CH:14]=2)[N:3]=1.[H-].[Na+].C=O.Cl.[CH2:24]([O:31][C@@H:32]([CH2:37][O:38][CH2:39][C:40]1[CH:45]=[CH:44][CH:43]=[CH:42][CH:41]=1)[CH2:33][O:34][CH2:35]Cl)[C:25]1[CH:30]=[CH:29][CH:28]=[CH:27][CH:26]=1>CN(C=O)C.C(Cl)Cl>[Cl:1][C:2]1[N:10]=[C:9]2[C:5]([N:6]=[CH:7][N:8]2[CH2:35][O:34][CH2:33][C@@H:32]([O:31][CH2:24][C:25]2[CH:30]=[CH:29][CH:28]=[CH:27][CH:26]=2)[CH2:37][O:38][CH2:39][C:40]2[CH:41]=[CH:42][CH:43]=[CH:44][CH:45]=2)=[C:4]([O:11][CH2:12][C:13]2[CH:14]=[CH:15][CH:16]=[CH:17][CH:18]=2)[N:3]=1 |f:1.2|. Procedure: 2-Chloro-6-benzyloxypurine (782 mg, 3 mmol) was dissolved in sieve-dried DMF (10 ml) and 60% NaH in oil (160 mg; 4 mmol of NaH) was added. This mixture was strired under N2 for 20 minutes and then 963 mg (3 mmol) of (S)-2,3-dibenzyl-oxy-1-chloromethoxy propane (prepared from 1,2-di-O-benzyl-D-glycerol by chloromethylation with formaldehyde and HCl in methylene chloride at 0° C. using the method disclosed in European Patent Application No. 82401571.3, publication No. 0 074 306, or U.S. Ser. No. 6... The reactants are CC(=O)[O-], CS(=O)(=O)c1ccc(-c2ccc(OCC3CCNCC3)cn2)cc1, CO, ClCCl, N#CBr, [Na+]. Yields the product CS(=O)(=O)c1ccc(-c2ccc(OCC3CCN(C#N)CC3)cn2)cc1. RXN SMILES: [C:25]([O-:26])(=[O:27])[CH3:28].[CH3:1][S:2](=[O:3])(=[O:4])[c:5]1[cH:6][cH:7][c:8](-[c:11]2[n:12][cH:13][c:14]([O:17][CH2:18][CH:19]3[CH2:20][CH2:21][NH:22][CH2:23][CH2:24]3)[cH:15][cH:16]2)[cH:9][cH:10]1.[CH3:33][OH:34].[Cl:35][CH2:36][Cl:37].[N:30]#[C:31][Br:32].[Na+:29]>>[CH3:1][S:2](=[O:3])(=[O:4])[c:5]1[cH:6][cH:7][c:8](-[c:11]2[n:12][cH:13][c:14]([O:17][CH2:18][CH:19]3[CH2:20][CH2:21][N:22]([C:31]#[N:30])[CH2:23][CH2:24]3)[cH:15][cH:16]2)[cH:9][cH:10]1. The reactants are CCOC(=O)c1cc2cc(Cl)cc(CC#N)c2[nH]1, C1CCOC1, CCO, Cl, [Li+], [OH-], O, O. Product: N#CCc1cc(Cl)cc2cc(C(=O)O)[nH]c12. Reaction SMILES: [CH2:1]([CH3:2])[O:3][C:4](=[O:5])[c:6]1[nH:7][c:8]2[c:9]([CH2:16][C:17]#[N:18])[cH:10][c:11]([Cl:15])[cH:12][c:13]2[cH:14]1.[CH2:23]1[O:24][CH2:25][CH2:26][CH2:27]1.[CH3:28][CH2:29][OH:30].[ClH:22].[Li+:20].[OH-:19].[OH2:21].[OH2:31]>>[O:3]=[C:4]([OH:5])[c:6]1[nH:7][c:8]2[c:9]([CH2:16][C:17]#[N:18])[cH:10][c:11]([Cl:15])[cH:12][c:13]2[cH:14]1. Starting materials: COC1=C(C=O)C=C2C(=C1)OCO2 (2-methoxy-4,5-methylenedioxy benzaldehyde), C(CC(=O)OCC)(=O)OCC (diethyl malonate), N1CCCCC1 (piperidine), C(C)(=O)O (acetic acid). Solvent: C1=CC=CC=C1 (benzene). The product is C(C)OC(C(C(=O)OCC)=CC1=C(C=C2C(=C1)OCO2)OC)=O (Diethyl-2-(2-methoxy-4,5-methylenedioxybenzyliden)-malonate). The yield is 90.6%. As a reaction SMILES: [CH3:1][O:2][C:3]1[CH:10]=[C:9]2[O:11][CH2:12][O:13][C:8]2=[CH:7][C:4]=1[CH:5]=O.[C:14]([O:22][CH2:23][CH3:24])(=[O:21])[CH2:15][C:16]([O:18][CH2:19][CH3:20])=[O:17].N1CCCCC1.C(O)(=O)C>C1C=CC=CC=1>[CH2:19]([O:18][C:16](=[O:17])[C:15](=[CH:5][C:4]1[CH:7]=[C:8]2[O:13][CH2:12][O:11][C:9]2=[CH:10][C:3]=1[O:2][CH3:1])[C:14]([O:22][CH2:23][CH3:24])=[O:21])[CH3:20]. Procedure details: A solution of the 2-methoxy-4,5-methylenedioxy benzaldehyde (16.0 g, 0.089 mol), diethyl malonate (15.0 ml, 0.090 mol), piperidine (4.4 ml, 0.044 mol) and acetic acid (2.5 ml, 0.045 mol) in benzene (75 ml) was stirred at reflux, equipped with a Dean-Stark apparatus, for 24 h. Upon removal of the solvent the crude residue was extracted with ethyl acetate and washed with 10% sodium carbonate solution, water, dried (Na2SO4). After removing the solvent, flash chromatography of the residue (silica ge...